Dataset: the Open Reaction Database (ORD), a public repository of structured organic reaction records. Task: describe an organic reaction: reactants, conditions, products, and yield Reactants: CCC (n-propane), FC(C(=C(F)F)F)(F)F (hexafluoropropene), FC(C(=C(F)F)F)(F)F (hexafluoropropene), CCC (n-Propane-), FC(C(=C(F)F)F)(F)F (hexafluoropropene), 1,1,1,2,3,3,-hexafluoro-4-methylpentane (CH3)2CH, FC(C(=C(F)F)F)(F)F (hexafluoropropene), CHF CF3. The product is FC(C(C(C(C)C)(F)F)F)(F)F (1,1,1,2,3,3-Hexafluoro-4-methylpentane). RXN SMILES: [CH3:1][CH2:2][CH3:3].[F:4][C:5]([F:12])([F:11])[C:6]([F:10])=[C:7]([F:9])[F:8]>>[F:4][C:5]([F:12])([F:11])[CH:6]([F:10])[C:7]([F:9])([F:8])[CH:2]([CH3:3])[CH3:1]. Procedure details: n-Propane-(1.50 g., 34.2 mmole) and hexafluoropropene (1.71 g., 11.4 mmole) were heated together at 295° for 4 days in a 300 ml. Pyrex ampoule to give: (i) hexafluoropropene (0.55 g., 3.68 mmole; 32% recovery); (ii) n-propane (1.13 g., 25.5 mmole; 75% recovery); (iii) 1,1,1,2,3,3,-hexafluoro-4-methylpentane (CH3)2CH.CF2. CHF CF3 (1.20 g., 6.1 mmole; 80% based on C3F6 consumed) (Found: C, 37.4; H, 4.4; F, 58.1%; M, 194. C6H8F6 requires C, 37.2; H, 4.2; F, 58.6%; M, 194) b.p. 79.8° C. Reaction car...